This data is from the Open Reaction Database (ORD), a public repository of structured organic reaction records. The task is: describe an organic reaction: reactants, conditions, products, and yield The reactants are CC=1C=CC(=C2C(CC(C12)CCC)=O)N (7-methyl-3-oxo-1-propyl-4-indanylamine), C(C)OC(C(=O)OCC)=O (oxalic acid diethyl ester). The product is C(C)OC(C(=O)NC1=C2C(CC(C2=C(C=C1)C)CCC)=O)=O (N-(7-Methyl-3-oxo-1-propyl-4-indanyl)oxamic acid ethyl ester). RXN SMILES: [CH3:1][C:2]1[CH:3]=[CH:4][C:5]([NH2:15])=[C:6]2[C:10]=1[CH:9]([CH2:11][CH2:12][CH3:13])[CH2:8][C:7]2=[O:14].[CH2:16]([O:18][C:19](=[O:25])[C:20](OCC)=[O:21])[CH3:17]>>[CH2:16]([O:18][C:19](=[O:25])[C:20]([NH:15][C:5]1[CH:4]=[CH:3][C:2]([CH3:1])=[C:10]2[C:6]=1[C:7](=[O:14])[CH2:8][CH:9]2[CH2:11][CH2:12][CH3:13])=[O:21])[CH3:17]. Procedure: A solution of 7.2 g of 7-methyl-3-oxo-1-propyl-4-indanylamine in 34 ml oxalic acid diethyl ester is boiled under reflux for 2 hours and then cooled to room temperature. The reaction mixture is then heated at 90°-100° at 11 mm Hg to remove the excess oxalic acid diethyl ester. The residue is chromatographed on 200 g silica gel to afford the pure title compound which is recrystallised from ether. M.pt. 84°-86°. The reactants are ClC1=C(OC2=CC=C3C(=C(N=C(C3=C2)I)C(=O)OC)O)C=CC=C1 (Methyl 7-(2-chlorophenoxy)-4-hydroxy-1-iodoisoquinoline-3-carboxylate), C(#N)[Cu] (CuCN), C(Cl)Cl (CH2Cl2). Solvent: CN(C)C=O (DMF). Conditions: temperature 120 celsius, time 10 minute. Product: ClC1=C(OC2=CC=C3C(=C(N=C(C3=C2)C#N)C(=O)OC)O)C=CC=C1 (Methyl 7-(2-chlorophenoxy)-1-cyano-4-hydroxyisoquinoline-3-carboxylate). As a reaction SMILES: [Cl:1][C:2]1[CH:24]=[CH:23][CH:22]=[CH:21][C:3]=1[O:4][C:5]1[CH:14]=[C:13]2[C:8]([C:9]([OH:20])=[C:10]([C:16]([O:18][CH3:19])=[O:17])[N:11]=[C:12]2I)=[CH:7][CH:6]=1.[C:25]([Cu])#[N:26].C(Cl)Cl>CN(C=O)C>[Cl:1][C:2]1[CH:24]=[CH:23][CH:22]=[CH:21][C:3]=1[O:4][C:5]1[CH:14]=[C:13]2[C:8]([C:9]([OH:20])=[C:10]([C:16]([O:18][CH3:19])=[O:17])[N:11]=[C:12]2[C:25]#[N:26])=[CH:7][CH:6]=1. Procedure: Methyl 7-(2-chlorophenoxy)-4-hydroxy-1-iodoisoquinoline-3-carboxylate (0.2 g, 0.44 mmol) and CuCN (79 mg, 0.88 mmol) were suspended in DMF (1.8 mL). The resulting mixture was heated at 120° C. for 7 minutes and then cooled to room temperature. The reaction crude was poured into CH2Cl2 (30 mL) and then stirred vigorously for 10 minutes at room temperature. The resulting suspension was filtered through a pad of celite and the filtrate was washed with H2O and brine sequentially. The organic layer w... Starting materials: Cc1ccc(Br)c2cc[nH]c12, O=C([O-])[O-], Cc1cnc(Nc2ccc(OCCN3CCCC3)cc2)nc1N, [Cs+], [Cs+], C1COCCO1, O=C(C=Cc1ccccc1)C=Cc1ccccc1, O=C(C=Cc1ccccc1)C=Cc1ccccc1, O=C(C=Cc1ccccc1)C=Cc1ccccc1, [Pd], [Pd]. The product is Cc1cnc(Nc2ccc(OCCN3CCCC3)cc2)nc1Nc1ccc(C)c2[nH]ccc12. As a reaction SMILES: [Br:24][c:25]1[c:26]2[cH:27][cH:28][nH:29][c:30]2[c:31]([CH3:34])[cH:32][cH:33]1.[C:35](=[O:36])([O-:37])[O-:38].[CH3:1][c:2]1[c:3]([NH2:23])[n:4][c:5]([NH:8][c:9]2[cH:10][cH:11][c:12]([O:15][CH2:16][CH2:17][N:18]3[CH2:19][CH2:20][CH2:21][CH2:22]3)[cH:13][cH:14]2)[n:6][cH:7]1.[Cs+:39].[Cs+:40].[O:41]1[CH2:42][CH2:43][O:44][CH2:45][CH2:46]1.[O:49]=[C:50]([CH:51]=[CH:52][c:53]1[cH:54][cH:55][cH:56][cH:57][cH:58]1)[CH:59]=[CH:60][c:61]1[cH:62][cH:63][cH:64][cH:65][cH:66]1.[O:67]=[C:68]([CH:69]=[CH:70][c:71]1[cH:72][cH:73][cH:74][cH:75][cH:76]1)[CH:77]=[CH:78][c:79]1[cH:80][cH:81][cH:82][cH:83][cH:84]1.[O:85]=[C:86]([CH:87]=[CH:88][c:89]1[cH:90][cH:91][cH:92][cH:93][cH:94]1)[CH:95]=[CH:96][c:97]1[cH:98][cH:99][cH:100][cH:101][cH:102]1.[Pd:47].[Pd:48]>>[CH3:1][c:2]1[c:3]([NH:23][c:25]2[c:26]3[cH:27][cH:28][nH:29][c:30]3[c:31]([CH3:34])[cH:32][cH:33]2)[n:4][c:5]([NH:8][c:9]2[cH:10][cH:11][c:12]([O:15][CH2:16][CH2:17][N:18]3[CH2:19][CH2:20][CH2:21][CH2:22]3)[cH:13][cH:14]2)[n:6][cH:7]1. Reactants: CC(CC)=O (2-butanone), C(#C)C1=NC=CC=C1 (2-ethynylpyridine). The product is C/C(/C#CC1=NC=CC=C1)=C\C (2-[(3E)-3-methyl-3-penten-1-yny]pyridine), C(C)C(C#CC1=NC=CC=C1)=C (2-(3-ethyl-3-buten-1-ynyl)pyridine), C(#C\C=C/C)C1=NC=CC=C1 (2-[(3Z)-3-penten-1-ynyl]-pyridine). As a reaction SMILES: [C:1]([C:3]1[CH:8]=[CH:7][CH:6]=[CH:5][N:4]=1)#[CH:2].[CH3:9][C:10](=O)[CH2:11][CH3:12]>>[CH3:9]/[C:10](=[CH:11]\[CH3:12])/[C:2]#[C:1][C:3]1[CH:8]=[CH:7][CH:6]=[CH:5][N:4]=1.[CH2:11]([C:10](=[CH2:9])[C:2]#[C:1][C:3]1[CH:8]=[CH:7][CH:6]=[CH:5][N:4]=1)[CH3:12].[C:1]([C:3]1[CH:8]=[CH:7][CH:6]=[CH:5][N:4]=1)#[C:2]/[CH:9]=[CH:10]\[CH3:11]. Procedure details: Reactants: 2-ethynylpyridine (6.0 mmol, 618 mg), 2-butanone (6.0 mmol, 0.54 mL); yields 2-[(3E)-3-methyl-3-penten-1-yny]pyridine, 2-(3-ethyl-3-buten-1-ynyl)pyridine and 2-[(3Z)-3-penten-1-ynyl]-pyridine as a transparent oil (135 mg, 14% overall yield) as a mixture of E, Z and exo-methylene isomers. 1H NMR (CDCl3, 300 MHz) Δ8.59 (m, 1H), 7.65 (m, 1H) 7.44 (m, 1H), 7.20 (m, 1H), 5.88 (m, 0.75H), 5.53 (s, 0.33H) 5.40 (s, 0.33H), 2.29 (q, J=7 Hz, 0.65H), (m, 4.5H), 1.17 (t, J=7 Hz, 1H). MS (EI ioniz... Reactants: solution, CN (methylamine), BrC=1C=C(CBr)C=CC1F (3-bromo-4-fluorobenzylbromide). Run in CO (methanol), CO (methanol). Conditions: time 91 hour. The product is BrC=1C=C(CCN)C=CC1F (N-(3-Bromo-4-fluorobenzyl)methylamine). Yield: 58.9%. As a reaction SMILES: [CH3:1][NH2:2].[Br:3][C:4]1[CH:5]=[C:6]([CH:9]=[CH:10][C:11]=1[F:12])[CH2:7]Br>CO>[Br:3][C:4]1[CH:5]=[C:6]([CH:9]=[CH:10][C:11]=1[F:12])[CH2:7][CH2:1][NH2:2]. Reported procedure: To 40% solution of methylamine in methanol (100 ml) with being stirred under ice cooling was added dropwise 3-bromo-4-fluorobenzylbromide (13.04 g; 48.7 mmol) in methanol (10 ml). The mixture was brought to room temperature, and stirred for 91 hours. The reaction mixture was concentrated under reduced pressure, and the residue was taken up in water. The mixture was alkalinized with sodium hydroxide, followed by extraction with ether (160 ml). The organic layer was dried over magnesium sulfate, a... Reactants: CC(=O)[O-], CCO, CC(C)(c1ccccc1)N1COC(C=O)=C(c2ccccc2)C1=O, Cl, NO, [Na+]. Product: CC(C)(c1ccccc1)N1COC(C=NO)=C(c2ccccc2)C1=O. Reaction SMILES: [CH3:29][C:30](=[O:31])[O-:32].[CH3:33][CH2:34][OH:35].[CH:1](=[O:2])[C:3]1=[C:4]([c:19]2[cH:20][cH:21][cH:22][cH:23][cH:24]2)[C:5](=[O:18])[N:6]([C:9]([CH3:10])([c:11]2[cH:12][cH:13][cH:14][cH:15][cH:16]2)[CH3:17])[CH2:7][O:8]1.[ClH:25].[NH2:26][OH:27].[Na+:28]>>[CH:1]([C:3]1=[C:4]([c:19]2[cH:20][cH:21][cH:22][cH:23][cH:24]2)[C:5](=[O:18])[N:6]([C:9]([CH3:10])([c:11]2[cH:12][cH:13][cH:14][cH:15][cH:16]2)[CH3:17])[CH2:7][O:8]1)=[N:26][OH:27]. Reactants: N=1N=NN2C1C=CC(=C2)[C@H]2OC2 ((R)-2-(tetrazolo[1,5-a]pyrid-6-yl)oxirane), C[C@@H](CC1=CNC2=CC=C(C=C12)OC)N ((S)-1-methyl-2-(5-methoxy-1H-indol-3-yl)ethyl amine). The solvent is CO (methanol). Product: C[C@@H](CC1=CNC2=CC=C(C=C12)OC)NC[C@H](O)C=1C=CC=2N(C1)N=NN2 ((R)-α-[[(1(S)-methyl-2-(5-methoxy-1H-indol-3-yl)ethyl)amino]methyl]tetrazolo[1,5-a]pyridine-6-methanol). Isolated yield 54.4%. Reaction SMILES: [N:1]1[N:2]=[N:3][N:4]2[CH:9]=[C:8]([C@@H:10]3[CH2:12][O:11]3)[CH:7]=[CH:6][C:5]=12.[CH3:13][C@H:14]([NH2:27])[CH2:15][C:16]1[C:24]2[C:19](=[CH:20][CH:21]=[C:22]([O:25][CH3:26])[CH:23]=2)[NH:18][CH:17]=1>CO>[CH3:13][C@H:14]([NH:27][CH2:12][C@@H:10]([C:8]1[CH:7]=[CH:6][C:5]2[N:4]([N:3]=[N:2][N:1]=2)[CH:9]=1)[OH:11])[CH2:15][C:16]1[C:24]2[C:19](=[CH:20][CH:21]=[C:22]([O:25][CH3:26])[CH:23]=2)[NH:18][CH:17]=1. Reported procedure: A solution of 350 mg of (R)-2-(tetrazolo[1,5-a]pyrid-6-yl)oxirane and 429 mg of (S)-1-methyl-2-(5-methoxy-1H-indol-3-yl)ethyl amine (R. A. Glennon et al., Biol. Psychiatry, 18, 493 (1983) in 8 ml of methanol was heated at reflux under nitrogen for 20 hours. The reaction mixture was concentrated under reduced pressure and the residue (765 mg) was purified twice by preparative TLC on silica gel (95:5:0.5 CH2Cl2 :MeOH:NH4OH) to give 419 mg of (R)-α-[[(1(S)-methyl-2-(5-methoxy-1H-indol-3-yl)ethyl)am... Reactants: ClC=1C=C2C(C(=COC2=CC1O)C1=CC(=CC=C1)OC)=O (6-Chloro-7-hydroxy-3-(3-methoxy-phenyl)-chromen-4-on), O.NN (Hydrazine hydrate). Product: ClC1=C(C=C(C(=C1)C1=NNC=C1C1=CC(=CC=C1)OC)O)O (4-Chloro-6-[4-(3-methoxy-phenyl)-1H-pyrazol-3-yl]-benzene-1,3-diol). The yield is 46.0%. RXN SMILES: [Cl:1][C:2]1[CH:3]=[C:4]2[C:9](=[CH:10][C:11]=1[OH:12])[O:8][CH:7]=[C:6]([C:13]1[CH:18]=[CH:17][CH:16]=[C:15]([O:19][CH3:20])[CH:14]=1)[C:5]2=O.O.[NH2:23][NH2:24]>>[Cl:1][C:2]1[CH:3]=[C:4]([C:5]2[C:6]([C:13]3[CH:18]=[CH:17][CH:16]=[C:15]([O:19][CH3:20])[CH:14]=3)=[CH:7][NH:24][N:23]=2)[C:9]([OH:8])=[CH:10][C:11]=1[OH:12] |f:1.2|. Procedure details: This compounds was synthesised in the same manner as described above. 6-Chloro-7-hydroxy-3-(3-methoxy-phenyl)-chromen-4-on (1.0 g, 3.3 mmol), Hydrazine hydrate (8 ml). The quenched reaction was extracted into ethyl acetate, washed (water), dried (MgSO4), and the solvent removed under vacuum to give 4-Chloro-6-[4-(3-methoxy-phenyl)-1H-pyrazol-3-yl]-benzene-1,3-diol as a white solid (0.48 g, 46%); Rf 0.5 ethyl acetate/hexane (80/20)]. Starting materials: CC(C)C(C)N, CN(C)C1CCCCC1, O=C1Nc2cc(Cl)ccc2S(=O)(=O)N1, Cl, O. The product is CC(C)C(C)NC1=NS(=O)(=O)c2ccc(Cl)cc2N1. Reaction SMILES: [CH3:11][CH:12]([CH:13]([CH3:14])[CH3:15])[NH2:16].[CH3:1][N:2]([CH:3]1[CH2:4][CH2:5][CH2:6][CH2:7][CH2:8]1)[CH3:9].[Cl:17][c:18]1[cH:19][cH:20][c:21]2[c:22]([cH:30]1)[NH:23][C:24](=[O:29])[NH:25][S:26]2(=[O:27])=[O:28].[ClH:10].[OH2:31]>>[CH3:11][CH:12]([CH:13]([CH3:14])[CH3:15])[NH:16][C:24]1=[N:25][S:26](=[O:27])(=[O:28])[c:21]2[cH:20][cH:19][c:18]([Cl:17])[cH:30][c:22]2[NH:23]1. The reactants are [Al+3], CC(=O)Cl, Cc1ccccc1NS(C)(=O)=O, Cc1ccccc1, [Cl-], [Cl-], [Cl-], ClCCl, Cl. The product is CC(=O)c1ccc(NS(C)(=O)=O)c(C)c1. RXN SMILES: [Al+3:14].[CH3:17][C:18]([Cl:19])=[O:20].[CH3:1][c:2]1[c:3]([NH:8][S:9](=[O:10])(=[O:11])[CH3:12])[cH:4][cH:5][cH:6][cH:7]1.[CH3:25][c:26]1[cH:27][cH:28][cH:29][cH:30][cH:31]1.[Cl-:13].[Cl-:15].[Cl-:16].[Cl:22][CH2:23][Cl:24].[ClH:21]>>[CH3:1][c:2]1[c:3]([NH:8][S:9](=[O:10])(=[O:11])[CH3:12])[cH:4][cH:5][c:6]([C:18]([CH3:17])=[O:20])[cH:7]1.